From a dataset of the Open Reaction Database (ORD), a public repository of structured organic reaction records. describe an organic reaction: reactants, conditions, products, and yield Starting materials: solution, C[Al](C)C (trimethylaluminium), FC1=CC=C(N)C=C1 (4-fluoroaniline), C(C)N1C(=NC(=CC1=O)N1CCOCC1)CC(=O)OCC (ethyl [1-ethyl-4-(morpholin-4-yl)-6-oxo-1,6-dihydropyrimidin-2-yl]acetate), solution, S(=O)(=O)([O-])[O-].[K+].[K+] (potassium sulphate). Solvent: C1(=CC=CC=C1)C (toluene), O (water), C1(=CC=CC=C1)C (toluene), C(C)(=O)OCC (ethyl acetate), C1(=CC=CC=C1)C (toluene). Run at temperature 80 celsius. The product is C(C)N1C(=NC(=CC1=O)N1CCOCC1)CC(=O)NC1=CC=C(C=C1)F (2-[1-ethyl-4-(morpholin-4-yl)-6-oxo-1,6-dihydropyrimidin-2-yl]-N-(4-fluorophenyl)acetamide). RXN SMILES: C[Al](C)C.[CH2:5]([N:7]1[C:12](=[O:13])[CH:11]=[C:10]([N:14]2[CH2:19][CH2:18][O:17][CH2:16][CH2:15]2)[N:9]=[C:8]1[CH2:20][C:21]([O:23]CC)=O)[CH3:6].[F:26][C:27]1[CH:33]=[CH:32][C:30]([NH2:31])=[CH:29][CH:28]=1.S([O-])([O-])(=O)=O.[K+].[K+]>C1(C)C=CC=CC=1.C(OCC)(=O)C.O>[CH2:5]([N:7]1[C:12](=[O:13])[CH:11]=[C:10]([N:14]2[CH2:15][CH2:16][O:17][CH2:18][CH2:19]2)[N:9]=[C:8]1[CH2:20][C:21]([NH:31][C:30]1[CH:32]=[CH:33][C:27]([F:26])=[CH:28][CH:29]=1)=[O:23])[CH3:6] |f:3.4.5|. Procedure details: 0.640 ml of a 2M solution of trimethylaluminium in toluene, and then, after stirring for 40 minutes at ambient temperature, a solution of 190 mg of ethyl [1-ethyl-4-(morpholin-4-yl)-6-oxo-1,6-dihydropyrimidin-2-yl]acetate in 6 ml of toluene are successively added, dropwise, to a solution of 0.13 ml of 4-fluoroaniline in 4 ml of toluene. The reaction mixture is heated at 80° C. for 4 hours, cooled using an ice bath and run into water. A 1M solution of potassium sulphate and ethyl acetate are then...